From a dataset of the Open Reaction Database (ORD), a public repository of structured organic reaction records. describe an organic reaction: reactants, conditions, products, and yield Reactants: resultant mixture, [H-].[Na+] (Sodium hydride), CS(=O)(=O)OCCCC=1NC=2C=CC(=C(C2C1)C(=O)OC)[N+](=O)[O-] (methyl 2-(3-methanesulfonyloxypropyl)-5-nitro-1H-indole-4-carboxylate), CS(=O)(=O)OCCCC=1NC=2C=CC(=C(C2C1)C(=O)OC)[N+](=O)[O-] (methyl 2-(3-methanesulfonyloxypropyl)-5-nitro-1H-indole-4-carboxylate). The solvent is CN(C)C=O (DMF), C(C)(=O)OCC (ethyl acetate). Product: [N+](=O)([O-])C1=C(C=2C=C3N(C2C=C1)CCC3)C(=O)OC (methyl 7-nitro-2,3-dihydro-1H-pyrrolo[1,2-a]indole-8-carboxylate). The yield is 95.3%. RXN SMILES: [H-].[Na+].CS(O[CH2:8][CH2:9][CH2:10][C:11]1[NH:12][C:13]2[CH:14]=[CH:15][C:16]([N+:24]([O-:26])=[O:25])=[C:17]([C:20]([O:22][CH3:23])=[O:21])[C:18]=2[CH:19]=1)(=O)=O>CN(C=O)C.C(OCC)(=O)C>[N+:24]([C:16]1[CH:15]=[CH:14][C:13]2[N:12]3[CH2:8][CH2:9][CH2:10][C:11]3=[CH:19][C:18]=2[C:17]=1[C:20]([O:22][CH3:23])=[O:21])([O-:26])=[O:25] |f:0.1|. Procedure: Sodium hydride (60% dispersion in oil, 0.096 g) was added to a solution of methyl 2-(3-methanesulfonyloxypropyl)-5-nitro-1H-indole-4-carboxylate (Intermediate 20, 0.460 g) in DMF (12 mL) and the resultant mixture was stirred at room temperature for 30 minutes. The mixture was diluted with ethyl acetate and washed with water and brine, dried (MgSO4) and filtered. The filtrate was concentrated in vacuo to give methyl 7-nitro-2,3-dihydro-1H-pyrrolo[1,2-a]indole-8-carboxylate (0.320 g) as a brown so... Reactants: O (water), N1=CC=CC2=C1NC1=C(NC2)C=CC=C1 (6,11-dihydropyrido[2,3-b][1,5]benzodiazepine), C=1(C(=CC=CC1)C(=O)NC1=CC(=C(C(=O)Cl)C=C1)Cl)C1=CC=CC=C1 (4-[([1,1'-biphenyl]-2-carbonyl)amino]-2-chlorobenzoyl chloride), C(C)(C)N(C(C)C)CC (N,N-diisopropylethylamine). Run in ClCCl (dichloromethane). Run at time 1.5 hour. The product is N1=CC=CC2=C1NC1=C(N(C2)C(=O)C2=C(C=C(C=C2)NC(=O)C=2C(=CC=CC2)C2=CC=CC=C2)Cl)C=CC=C1 (N-[4-(6,11-Dihydropyrido[2,3-b][1,5]benzodiazepin-6(5H)-ylcarbonyl)-3-chlorophenyl][1,1'-biphenyl]-2-carboxamide). Yield: 30.2%. As a reaction SMILES: [N:1]1[C:6]2[NH:7][C:8]3[CH:15]=[CH:14][CH:13]=[CH:12][C:9]=3[NH:10][CH2:11][C:5]=2[CH:4]=[CH:3][CH:2]=1.[C:16]1([C:35]2[CH:40]=[CH:39][CH:38]=[CH:37][CH:36]=2)[C:17]([C:22]([NH:24][C:25]2[CH:33]=[CH:32][C:28]([C:29](Cl)=[O:30])=[C:27]([Cl:34])[CH:26]=2)=[O:23])=[CH:18][CH:19]=[CH:20][CH:21]=1.C(N(CC)C(C)C)(C)C.O>ClCCl>[N:1]1[C:6]2[NH:7][C:8]3[CH:15]=[CH:14][CH:13]=[CH:12][C:9]=3[N:10]([C:29]([C:28]3[CH:32]=[CH:33][C:25]([NH:24][C:22]([C:17]4[C:16]([C:35]5[CH:40]=[CH:39][CH:38]=[CH:37][CH:36]=5)=[CH:21][CH:20]=[CH:19][CH:18]=4)=[O:23])=[CH:26][C:27]=3[Cl:34])=[O:30])[CH2:11][C:5]=2[CH:4]=[CH:3][CH:2]=1. Procedure details: A mixture of 0.197 g of 6,11-dihydropyrido[2,3-b][1,5]benzodiazepine, 0.444 g of 4-[([1,1'-biphenyl]-2-carbonyl)amino]-2-chlorobenzoyl chloride and 0.155 g of N,N-diisopropylethylamine in 8 ml of dichloromethane is stirred at room temperature for 1.5 hours. The mixture is poured into water and extracted with dichloromethane. The extract is washed with H2O, saturated NaHCO3, H2O, brine and dried (Na2SO4). The solution is filtered through a thin pad of hydrous magnesium silicate and the filtrate c... Isolated yield 157.8%. Solvent: O (water). Procedure details: Into 50 ml of pyridine were dissolved 3.16 g of 5'-benzoyl-2',3'-dideoxy-uridine and 0.22 g of distilled water. Then, after added 2.67 g of phosphorus pentasulfide at room temperature under stirring, the mixture was refluxed for 3 hours. After the completion of reaction, the solids deposited by allowing to cool were collected by filtration, which were washed with small amount of pyridine. The pyridine filtrate obtained was concentrated to dryness and the residue was extracted with chloroform to ... RXN SMILES: N1C=CC=CC=1.[C:7]([CH:15]([OH:29])[C@H:16]1[O:20][C@@H:19]([N:21]2[CH:28]=[CH:27][C:25](=O)[NH:24][C:22]2=[O:23])[CH2:18][CH2:17]1)(=[O:14])[C:8]1[CH:13]=[CH:12][CH:11]=[CH:10][CH:9]=1.P12(SP3(SP(SP(S3)(S1)=S)(=S)S2)=S)=[S:31]>O>[C:7]([CH:15]([OH:29])[C@H:16]1[O:20][C@@H:19]([N:21]2[CH:28]=[CH:27][C:25](=[S:31])[NH:24][C:22]2=[O:23])[CH2:18][CH2:17]1)(=[O:14])[C:8]1[CH:13]=[CH:12][CH:11]=[CH:10][CH:9]=1. Reactants: N1=CC=CC=C1 (pyridine), C(C1=CC=CC=C1)(=O)C([C@@H]1CC[C@@H](O1)N1C(=O)NC(=O)C=C1)O (5'-benzoyl-2',3'-dideoxy-uridine), P12(=S)SP3(=S)SP(=S)(S1)SP(=S)(S2)S3 (phosphorus pentasulfide). Yields the product C(C1=CC=CC=C1)(=O)C([C@@H]1CC[C@@H](O1)N1C(=O)NC(=S)C=C1)O (5'-benzoyl-2',3'-dideoxy-4-thio-uridine). Reactants: [H][H] (hydrogen), NC1=CC=CC=C1 (aniline), CC(CCCCC)=O (2-heptanone), C1(=CC=C(C=C1)S(=O)(=O)O)C (4-toluene sulphonic acid). The reagents and catalysts are [Pd] (palladium on carbon). The solvent is C(C)(=O)OCC (ethyl acetate). Conditions: temperature 150 celsius. Yields the product CC(CCCCC)NC1=CC=CC=C1 (N-(1-methylhexyl)aniline). The yield is 37.0%. As a reaction SMILES: [NH2:1][C:2]1[CH:7]=[CH:6][CH:5]=[CH:4][CH:3]=1.[CH3:8][C:9](=O)[CH2:10][CH2:11][CH2:12][CH2:13][CH3:14].C1(C)C=CC(S(O)(=O)=O)=CC=1.[H][H]>[Pd].C(OCC)(=O)C>[CH3:8][CH:9]([NH:1][C:2]1[CH:7]=[CH:6][CH:5]=[CH:4][CH:3]=1)[CH2:10][CH2:11][CH2:12][CH2:13][CH3:14]. Reported procedure: A mixture of aniline (100 parts), 2-heptanone (220 parts), 4-toluene sulphonic acid (6 parts) and 3% palladium on carbon (5 parts) in a 1 litre autoclave was charged with hydrogen to a pressure of 80 atmospheres and heated at 150° C. for 40 hours. The cooled reaction mixture was diluted with ethyl acetate, filtered, washed with 1N-hydrochloric acid (6×200 parts) and water (2×200 parts), the ethyl acetate was separated and dried (MgSO4) before evaporating to leave N-(1-methylhexyl)aniline (76 par... Reactants: CN(C)C=O, [H-], CI, Cn1cc(I)c2c(=O)[nH]c(N)nc21, [Na+], O. Product: Cn1c(N)nc2c(c(I)cn2C)c1=O. Reaction SMILES: [CH3:18][N:19]([CH3:20])[CH:21]=[O:22].[H-:14].[I:16][CH3:17].[NH2:1][c:2]1[nH:3][c:4](=[O:13])[c:5]2[c:6]([n:7]1)[n:8]([CH3:12])[cH:9][c:10]2[I:11].[Na+:15].[OH2:23]>>[NH2:1][c:2]1[n:3]([CH3:17])[c:4](=[O:13])[c:5]2[c:6]([n:7]1)[n:8]([CH3:12])[cH:9][c:10]2[I:11].